This data is from the Open Reaction Database (ORD), a public repository of structured organic reaction records. The task is: describe an organic reaction: reactants, conditions, products, and yield Reactants: ClC1=C(C(=NC=C1)C)OC (4-chloro-3-methoxy-2-methylpyridine), FC(CO)(F)F (2,2,2-trifluoroethanol), CC(C)([O-])C.[K+] (potassium t-butoxide). Run at temperature 110 celsius. Yields the product COC=1C(=NC=CC1OCC(F)(F)F)C (3-methoxy-2-methyl-4-(2,2,2-trifluoroethoxy)pyridine). The yield is 46.8%. As a reaction SMILES: Cl[C:2]1[CH:7]=[CH:6][N:5]=[C:4]([CH3:8])[C:3]=1[O:9][CH3:10].[F:11][C:12]([F:16])([F:15])[CH2:13][OH:14].CC(C)([O-])C.[K+]>>[CH3:10][O:9][C:3]1[C:4]([CH3:8])=[N:5][CH:6]=[CH:7][C:2]=1[O:14][CH2:13][C:12]([F:16])([F:15])[F:11] |f:2.3|. Reported procedure: A mixture of 4-chloro-3-methoxy-2-methylpyridine (7.8 g), 2,2,2-trifluoroethanol (24.7 g) and potassium t-butoxide (27.76 g) was heated at 110° C. for 18 hours, then concentrated, diluted with water, and extracted twice with chloroform. The extract was dried, from which chloroform was evaporated, and the residue was purified by column chromatography on silica gel (chloroform-methanol (400:9)), to give 3-methoxy-2-methyl-4-(2,2,2-trifluoroethoxy)pyridine (5.12 g) as a white or pale yellow solid.